Dataset: the Open Reaction Database (ORD), a public repository of structured organic reaction records. Task: describe an organic reaction: reactants, conditions, products, and yield Starting materials: CS(=O)(=O)N1CCN(Cc2cc3c(N4CCOCC4)nc(-c4cccc5nn(C6CCCCO6)cc45)nc3s2)CC1, CO, O, O=S(=O)(O)O. Product: CS(=O)(=O)N1CCN(Cc2cc3c(N4CCOCC4)nc(-c4cccc5[nH]ncc45)nc3s2)CC1. RXN SMILES: [CH3:1][S:2](=[O:3])(=[O:4])[N:5]1[CH2:6][CH2:7][N:8]([CH2:11][c:12]2[cH:13][c:14]3[c:15]([n:16][c:17](-[c:26]4[c:27]5[cH:28][n:29]([CH:35]6[CH2:36][CH2:37][CH2:38][CH2:39][O:40]6)[n:30][c:31]5[cH:32][cH:33][cH:34]4)[n:18][c:19]3[N:20]3[CH2:21][CH2:22][O:23][CH2:24][CH2:25]3)[s:41]2)[CH2:9][CH2:10]1.[CH3:42][OH:43].[OH2:49].[S:44](=[O:45])(=[O:46])([OH:47])[OH:48]>>[CH3:1][S:2](=[O:3])(=[O:4])[N:5]1[CH2:6][CH2:7][N:8]([CH2:11][c:12]2[cH:13][c:14]3[c:15]([n:16][c:17](-[c:26]4[c:27]5[cH:28][n:29][nH:30][c:31]5[cH:32][cH:33][cH:34]4)[n:18][c:19]3[N:20]3[CH2:21][CH2:22][O:23][CH2:24][CH2:25]3)[s:41]2)[CH2:9][CH2:10]1. Starting materials: NC1=C2C(=NC(=C1C(=O)OCC)C)SC(=C2C2=CC(=CC=C2)OC)NC(=O)OC(C)(C)C (ethyl 4-amino-2-({[(1,1-dimethylethyl)oxy]carbonyl}amino)-6-methyl-3-[3-(methyloxy)phenyl]thieno[2,3-b]pyridine-5-carboxylate), CC(C)([O-])C.[Na+] (sodium tert-butoxide), [NH4+].[Cl-] (NH4Cl), ClC=1C=C(C=CC1)S(=O)(=O)Cl (3-chlorobenzenesulfonyl chloride). Solvent: C1CCOC1 (THF). Conditions: time 3.5 hour. Yields the product ClC=1C=C(C=CC1)S(=O)(=O)NC1=C2C(=NC(=C1C(=O)OCC)C)SC(=C2C2=CC(=CC=C2)OC)NC(=O)OC(C)(C)C (Ethyl 4-{[(3-chlorophenyl)sulfonyl]amino}-2-({[(1,1-dimethylethyl)oxy]carbonyl}amino)-6-methyl-3-[3-(methyloxy)phenyl]thieno[2,3-b]pyridine-5-carboxylate). The yield is 28.2%. As a reaction SMILES: [NH2:1][C:2]1[C:7]([C:8]([O:10][CH2:11][CH3:12])=[O:9])=[C:6]([CH3:13])[N:5]=[C:4]2[S:14][C:15]([NH:25][C:26]([O:28][C:29]([CH3:32])([CH3:31])[CH3:30])=[O:27])=[C:16]([C:17]3[CH:22]=[CH:21][CH:20]=[C:19]([O:23][CH3:24])[CH:18]=3)[C:3]=12.CC(C)([O-])C.[Na+].[Cl:39][C:40]1[CH:41]=[C:42]([S:46](Cl)(=[O:48])=[O:47])[CH:43]=[CH:44][CH:45]=1.[NH4+].[Cl-]>C1COCC1>[Cl:39][C:40]1[CH:41]=[C:42]([S:46]([NH:1][C:2]2[C:7]([C:8]([O:10][CH2:11][CH3:12])=[O:9])=[C:6]([CH3:13])[N:5]=[C:4]3[S:14][C:15]([NH:25][C:26]([O:28][C:29]([CH3:31])([CH3:30])[CH3:32])=[O:27])=[C:16]([C:17]4[CH:22]=[CH:21][CH:20]=[C:19]([O:23][CH3:24])[CH:18]=4)[C:3]=23)(=[O:48])=[O:47])[CH:43]=[CH:44][CH:45]=1 |f:1.2,4.5|. Reported procedure: To a stirred solution of ethyl 4-amino-2-({[(1,1-dimethylethyl)oxy]carbonyl}amino)-6-methyl-3-[3-(methyloxy)phenyl]thieno[2,3-b]pyridine-5-carboxylate (Description 82) (1.54 g, 3.37 mmol) in THF (30 mL) was added sodium tert-butoxide (1.294 g, 13.46 mmol) at RT and the mixture stirred for 15 min before 3-chlorobenzenesulfonyl chloride (0.948 mL, 6.73 mmol) was added. The resulting mixture was then stirred for ca. 3.5 h. Saturated NH4Cl solution (50 mL) was then added to the mixture which was ext... Reactants: CCO, CC(Oc1cccnc1[N+](=O)[O-])c1c(Cl)ccc(F)c1Cl, Cl, [Fe]. Product: CC(Oc1cccnc1N)c1c(Cl)ccc(F)c1Cl. RXN SMILES: [CH3:22][CH2:23][OH:24].[Cl:1][c:2]1[c:3]([CH:10]([CH3:11])[O:12][c:13]2[c:14]([N+:19]([O-:20])=[O:21])[n:15][cH:16][cH:17][cH:18]2)[c:4]([Cl:9])[cH:5][cH:6][c:7]1[F:8].[ClH:25].[Fe:26]>>[Cl:1][c:2]1[c:3]([CH:10]([CH3:11])[O:12][c:13]2[c:14]([NH2:19])[n:15][cH:16][cH:17][cH:18]2)[c:4]([Cl:9])[cH:5][cH:6][c:7]1[F:8]. The reactants are CC=1C=C(C=2C(N1)=C(N(N2)C)C2=C(C=C(C=C2)Cl)Cl)Cl (5-methyl-7-chloro-2-methyl-3-(2,4-dichlorophenyl)pyrazolo[4,3-b]pyridine), C1(=CC=C(C=C1)S(=O)(=O)O)C (p-toluenesulfonic acid). Solvent: C(CC)NCCC (dipropylamine). The product is CC=1C=C(C=2C(N1)=C(N(N2)C)C2=C(C=C(C=C2)Cl)Cl)N(CCC)CCC (5-methyl-7-(dipropylamino)-2-methyl-3-(2,4-dichlorophenyl)pyrazolo[4,3-b]pyridine). As a reaction SMILES: [CH3:1][C:2]1[CH:3]=[C:4](Cl)[C:5]2[C:6](=[C:8]([C:12]3[CH:17]=[CH:16][C:15]([Cl:18])=[CH:14][C:13]=3[Cl:19])[N:9]([CH3:11])[N:10]=2)[N:7]=1.[C:21]1([CH3:31])[CH:26]=CC(S(O)(=O)=O)=CC=1>C(NCCC)CC>[CH3:1][C:2]1[CH:3]=[C:4]([N:7]([CH2:26][CH2:21][CH3:31])[CH2:2][CH2:3][CH3:4])[C:5]2[C:6](=[C:8]([C:12]3[CH:17]=[CH:16][C:15]([Cl:18])=[CH:14][C:13]=3[Cl:19])[N:9]([CH3:11])[N:10]=2)[N:7]=1. Procedure: Intermediate (5) was suspended in dipropylamine (1 ml) and p-toluenesulfonic acid (30 mg) and heated to 200° C. for 2 hours in a sealed tube. The reaction mixture was cooled and partitioned between ethyl acetate and saturated sodium bicarbonate solution. The organic layer was separated, dried and concentrated. The residue was purified over silica gel (eluens: ethyl acetate/hexanes), yielding 5-methyl-7-(dipropylamino)-2-methyl-3-(2,4-dichlorophenyl)pyrazolo[4,3-b]pyridine (compound 1). Reactants: C([O-])([O-])=O.[Li+].[Li+] (lithium carbonate), C[C@@H]1NCC[C@@]1(O)C(F)(F)F ((2S,3S)-2-methyl-3-(trifluoromethyl)pyrrolidin-3-ol), ClC1=C(C#N)C=CC(=C1)F (2-chloro-4-fluorobenzonitrile). The product is ClC1=C(C#N)C=CC(=C1)N1[C@H]([C@@](CC1)(C(F)(F)F)O)C (2-chloro-4-[(2S,3S)-3-hydroxy-2-methyl-3-(trifluoromethyl)pyrrolidin-1-yl]benzonitrile), solid. Yield: 35.0%. As a reaction SMILES: [CH3:1][C@H:2]1[C@@:6]([C:8]([F:11])([F:10])[F:9])([OH:7])[CH2:5][CH2:4][NH:3]1.[Cl:12][C:13]1[CH:20]=[C:19](F)[CH:18]=[CH:17][C:14]=1[C:15]#[N:16].C(=O)([O-])[O-].[Li+].[Li+]>>[Cl:12][C:13]1[CH:20]=[C:19]([N:3]2[CH2:4][CH2:5][C@@:6]([OH:7])([C:8]([F:9])([F:11])[F:10])[C@@H:2]2[CH3:1])[CH:18]=[CH:17][C:14]=1[C:15]#[N:16] |f:2.3.4|. Reported procedure: By an operation in the same manner as in Example 1 and using (2S,3S)-2-methyl-3-(trifluoromethyl)pyrrolidin-3-ol 0.5 oxalate (200 mg), 2-chloro-4-fluorobenzonitrile (289 mg) and lithium carbonate (138 mg), the title compound was obtained as a colorless solid (yield: 100 mg, yield: 35%). The reactants are COc1ccc2[nH]cc(CCCC(=O)O)c2c1, CC(C)N=C=NC(C)C, Cl, NCC1COc2ccccc2O1, CN(C)C=O, O, On1nnc2ccccc21. The product is COc1ccc2[nH]cc(CCCCNCC3COc4ccccc4O3)c2c1. RXN SMILES: [CH3:1][O:2][c:3]1[cH:4][c:5]2[c:6]([CH2:12][CH2:13][CH2:14][C:15]([OH:16])=[O:17])[cH:7][nH:8][c:9]2[cH:10][cH:11]1.[CH3:29][CH:30]([N:31]=[C:32]=[N:33][CH:34]([CH3:35])[CH3:36])[CH3:37].[ClH:38].[O:39]1[CH:40]([CH2:49][NH2:50])[CH2:41][O:42][c:43]2[c:44]1[cH:45][cH:46][cH:47][cH:48]2.[O:51]=[CH:52][N:53]([CH3:54])[CH3:55].[OH2:18].[OH:19][n:20]1[c:21]2[cH:22][cH:23][cH:24][cH:25][c:26]2[n:27][n:28]1>>[CH3:1][O:2][c:3]1[cH:4][c:5]2[c:6]([CH2:12][CH2:13][CH2:14][CH2:15][NH:50][CH2:49][CH:40]3[O:39][c:44]4[c:43]([cH:48][cH:47][cH:46][cH:45]4)[O:42][CH2:41]3)[cH:7][nH:8][c:9]2[cH:10][cH:11]1.